Dataset: the Open Reaction Database (ORD), a public repository of structured organic reaction records. Task: describe an organic reaction: reactants, conditions, products, and yield The reactants are NaN2, [Na+].[Cl-] (NaCl), C(CN(CC(=O)O)CC(=O)O)N(CC(=O)O)CC(=O)O (EDTA), CCCCC/C=C\C/C=C\C=C\C=C\[C@H]1[C@@H](O1)CCCC(=O)O (LTA4), CCCCC/C=C\C/C=C\C=C\C=C\[C@H]1[C@@H](O1)CCCC(=O)OC (LTA4 methyl ester), CCCCC/C=C\C/C=C\C=C\C=C\[C@H]1[C@@H](O1)CCCC(=O)O (LTA4). Solvent: P(=O)([O-])([O-])[O-].[K+].[K+].[K+] (potassium phosphate). The product is CCCCC/C=C\C[C@H](/C=C/C=C/C=C\[C@H](CCCC(=O)O)O)O (LTB4). As a reaction SMILES: [CH3:1][CH2:2][CH2:3][CH2:4][CH2:5]/[CH:6]=[CH:7]\[CH2:8]/[CH:9]=[CH:10]\[CH:11]=[CH:12]\[CH:13]=[CH:14]\[C@@H:15]1[O:17][C@H:16]1[CH2:18][CH2:19][CH2:20][C:21]([OH:23])=[O:22].CCCCC/C=C\C/C=C\C=C\C=C\[C@@H]1[O:40][C@H]1CCCC(OC)=O.[Na+].[Cl-].C(N(CC(O)=O)CC(O)=O)CN(CC(O)=O)CC(O)=O>P([O-])([O-])([O-])=O.[K+].[K+].[K+]>[CH3:1][CH2:2][CH2:3][CH2:4][CH2:5]/[CH:6]=[CH:7]\[CH2:8][C@@H:9]([OH:40])/[CH:10]=[CH:11]/[CH:12]=[CH:13]/[CH:14]=[CH:15]\[C@@H:16]([OH:17])[CH2:18][CH2:19][CH2:20][C:21]([OH:23])=[O:22] |f:2.3,5.6.7.8|. Reported procedure: The LTA4 substrate was freshly prepared by alkaline hydrolysis of LTA4 methyl ester (Cayman Chemical Co., USA). After incubating for 10 minutes in the presence of LTA4 (1 μM in 50 mM Tris-HCl, 0.15 M NaCl, 0.5% BSA, pH 7.4), the reaction is stopped by diluting 1/20 in 0.1 M potassium phosphate buffer containing 1.5 mM NaN2, 0.4 M NaCl, 1 mM EDTA, 0.1% BSA, pH 7.4, −4° C.